This data is from the Open Reaction Database (ORD), a public repository of structured organic reaction records. The task is: describe an organic reaction: reactants, conditions, products, and yield Solvent: O (water), C(C)(=O)O (acetic acid), S(O)(O)(=O)=O (sulfuric acid). The reactants are C1(=CC=CC=C1)C1(CCCCC1)N1CCC(CC1)O (1-(1-Phenylcyclohexyl)-4-hydroxypiperidine), CC(C)O (2-propanol), Zn(Hg), O.O.C(CC(O)(C(=O)[O-])CC(=O)[O-])(=O)[O-].[Na+].[Na+].[Na+] (sodium citrate dihydrate), CC(=O)C.OS(=O)(=O)O.O=[Cr](=O)=O (Jones reagent). Product: C1(=CC=CC=C1)C1(CCCCC1)N1CCC(CC1)=O (1-(1-phenylcyclohexyl)-4-piperidone). Procedure: 1-(1-Phenylcyclohexyl)-4-hydroxypiperidine was dissolved in 15 ml glacial acetic acid and 0.3 ml concentrated sulfuric acid, and 1.9 ml Jones reagent (made from 26.72 g H2CrO4 and 23 ml H2SO4 diluted to 100 ml with water) was added dropwise. After stirring at room temperature for 20 minutes, 2 ml 2-propanol, Zn(Hg) (made from 1.5 g mossy zinc and 0.2 g mercuric chloride in 20 ml water and 0.25 ml concentrated hydrochloric acid at room temperature for 5 minutes), sodium citrate dihydrate (3.6 g) ... Run at time 20 minute. Reaction SMILES: [C:1]1([C:7]2([N:13]3[CH2:18][CH2:17][CH:16]([OH:19])[CH2:15][CH2:14]3)[CH2:12][CH2:11][CH2:10][CH2:9][CH2:8]2)[CH:6]=[CH:5][CH:4]=[CH:3][CH:2]=1.CC(C)=O.OS(O)(=O)=O.O=[Cr](=O)=O.CC(O)C.O.O.C([O-])(=O)CC(CC([O-])=O)(C([O-])=O)O.[Na+].[Na+].[Na+]>C(O)(=O)C.S(=O)(=O)(O)O.O>[C:1]1([C:7]2([N:13]3[CH2:18][CH2:17][C:16](=[O:19])[CH2:15][CH2:14]3)[CH2:8][CH2:9][CH2:10][CH2:11][CH2:12]2)[CH:2]=[CH:3][CH:4]=[CH:5][CH:6]=1 |f:1.2.3,5.6.7.8.9.10|. The reactants are CC(C)(C)O, Cc1ccccc1C(=O)CCC(=O)O, C=C(C)C, ClCCl, O=S(=O)(O)O. Product: Cc1ccccc1C(=O)CCC(=O)OC(C)(C)C. As a reaction SMILES: [C:20]([CH3:21])([CH3:22])([CH3:23])[OH:24].[CH3:1][c:2]1[c:3]([C:8]([CH2:9][CH2:10][C:11](=[O:12])[OH:13])=[O:14])[cH:4][cH:5][cH:6][cH:7]1.[CH3:25][C:26](=[CH2:27])[CH3:28].[Cl:29][CH2:30][Cl:31].[S:15](=[O:16])(=[O:17])([OH:18])[OH:19]>>[CH3:1][c:2]1[c:3]([C:8]([CH2:9][CH2:10][C:11](=[O:12])[O:13][C:20]([CH3:21])([CH3:22])[CH3:23])=[O:14])[cH:4][cH:5][cH:6][cH:7]1. Starting materials: ClC1=C2C(NC(=N1)C)=CC(=N2)C2=CC=CC=C2 (4-chloro-2-methyl-6-phenylpyrrolo[3,2-d]pyrimidine), Cl (HCl), O1C(=CC=C1)C(=O)N1CCNCC1 (1-(2-furoyl)piperazine), base. The solvent is CCOC(=O)C (EtOAc). Conditions: temperature 180 celsius, time 2 hour. Yields the product O.Cl.O1C(=CC=C1)C(=O)N1CCN(CC1)C=1N=C(NC=2C1N=C(C2)C2=CC=CC=C2)C (1-(2-Furanylcarbonyl)-4-(2-methyl-6-phenylpyrrolo[2,3-e]pyrimidin-4-yl)piperazine Hydrochloride Monohydrate). Yield: 22.6%. Reaction SMILES: [Cl:1][C:2]1[N:7]=[C:6]([CH3:8])[NH:5][C:4]2=[CH:9][C:10]([C:12]3[CH:17]=[CH:16][CH:15]=[CH:14][CH:13]=3)=[N:11][C:3]=12.[O:18]1[CH:22]=[CH:21][CH:20]=[C:19]1[C:23]([N:25]1[CH2:30][CH2:29][NH:28][CH2:27][CH2:26]1)=[O:24].Cl>CCOC(C)=O>[OH2:18].[ClH:1].[O:18]1[CH:22]=[CH:21][CH:20]=[C:19]1[C:23]([N:25]1[CH2:26][CH2:27][N:28]([C:2]2[N:7]=[C:6]([CH3:8])[NH:5][C:4]3[C:3]=2[N:11]=[C:10]([C:12]2[CH:17]=[CH:16][CH:15]=[CH:14][CH:13]=2)[CH:9]=3)[CH2:29][CH2:30]1)=[O:24] |f:4.5.6|. Procedure: To an oven-dried, 50-mL, round-bottomed flask was added 4-chloro-2-methyl-6-phenylpyrrolo[3,2-d]pyrimidine (Example 1(e)) (500 mg, 2.05 mmol) and the 1-(2-furoyl)piperazine (Avocado Chemical Company) (810 mg, 4.10 mmol). The flask was purged with N2 and the mixture was heated to 180° C. for 30 min. The reaction was allowed to cool to room temperature and the crude material was purified by flash chromatography on silica gel with 50% EtOAc/CHCl3 as eluant to give 500 mg (63% yield) of an off white...